From a dataset of the Open Reaction Database (ORD), a public repository of structured organic reaction records. describe an organic reaction: reactants, conditions, products, and yield The reactants are FC=1C=C(C=CC1O)C=1OC2=C(N1)C=CC(=C2)OC[C@H](C)NC(C)=O (N-((2S)-1-((2-(3-fluoro-4-hydroxyphenyl)-1,3-benzoxazol-6-yl)oxy)propan-2-yl)acetamide), BrCCO (2-bromoethanol). Product: FC=1C=C(C=CC1OCCO)C=1OC2=C(N1)C=CC(=C2)OC[C@H](C)NC(C)=O (N-((2S)-1-((2-(3-fluoro-4-(2-hydroxyethoxy)phenyl)-1,3-benzoxazol-6-yl)oxy)propan-2-yl)acetamide). Reaction SMILES: [F:1][C:2]1[CH:3]=[C:4]([C:9]2[O:10][C:11]3[CH:17]=[C:16]([O:18][CH2:19][C@@H:20]([NH:22][C:23](=[O:25])[CH3:24])[CH3:21])[CH:15]=[CH:14][C:12]=3[N:13]=2)[CH:5]=[CH:6][C:7]=1[OH:8].Br[CH2:27][CH2:28][OH:29]>>[F:1][C:2]1[CH:3]=[C:4]([C:9]2[O:10][C:11]3[CH:17]=[C:16]([O:18][CH2:19][C@@H:20]([NH:22][C:23](=[O:25])[CH3:24])[CH3:21])[CH:15]=[CH:14][C:12]=3[N:13]=2)[CH:5]=[CH:6][C:7]=1[O:8][CH2:27][CH2:28][OH:29]. Procedure details: Using N-((2S)-1-((2-(3-fluoro-4-hydroxyphenyl)-1,3-benzoxazol-6-yl)oxy)propan-2-yl)acetamide and 2-bromoethanol, and in the same manner as in Example 5, the title compound was obtained. The reactants are C(C)(=O)OCC (ethyl acetate), C([O-])([O-])=O.[Na+].[Na+] (sodium carbonate), COC1=NC=C(C(=N1)OC)C=1C=C(C=CC1)N1C=NC2=C1C=CC(=C2)C(C)NC=O (N-(1-{1-[3-(2,4-dimethoxy-pyrimidin-5-yl)-phenyl]-1H-benzoimidazol-5-yl}-ethyl)-formamide). Run in Cl (hydrochloric acid). Product: COC1=NC=C(C(=N1)OC)C=1C=C(C=CC1)N1C=NC2=C1C=CC(=C2)C(C)N (1-{1-[3-(2,4-Dimethoxy-pyrimidin-5-yl)-phenyl]-1H-benzoimidazol-5-yl}-ethylamine). Isolated yield 24.4%. RXN SMILES: [CH3:1][O:2][C:3]1[N:8]=[C:7]([O:9][CH3:10])[C:6]([C:11]2[CH:12]=[C:13]([N:17]3[C:21]4[CH:22]=[CH:23][C:24]([CH:26]([NH:28]C=O)[CH3:27])=[CH:25][C:20]=4[N:19]=[CH:18]3)[CH:14]=[CH:15][CH:16]=2)=[CH:5][N:4]=1.C(OCC)(=O)C.C(=O)([O-])[O-].[Na+].[Na+]>Cl>[CH3:1][O:2][C:3]1[N:8]=[C:7]([O:9][CH3:10])[C:6]([C:11]2[CH:12]=[C:13]([N:17]3[C:21]4[CH:22]=[CH:23][C:24]([CH:26]([NH2:28])[CH3:27])=[CH:25][C:20]=4[N:19]=[CH:18]3)[CH:14]=[CH:15][CH:16]=2)=[CH:5][N:4]=1 |f:2.3.4|. Procedure details: A solution of N-(1-{1-[3-(2,4-dimethoxy-pyrimidin-5-yl)-phenyl]-1H-benzoimidazol-5-yl}-ethyl)-formamide (0.53 g, 1.31 mmol) in hydrochloric acid (2.2 ml, 6M) was stirred at 60° C. for 3 hours. To the cooled solution was added ethyl acetate and aqueous sodium carbonate to basic reaction. The layers were separated and the organic layer was dried over magnesium sulphate and concentrated in vacuo. The concentrate was eluted through silica gel with a mixture of dichloromethane, methanol and aqueous a... Reactants: ClC1=C(C=CC=C1)C=1C(=C(SC1)C1=CC=C(C(=O)NC(CC)CC)C=C1)CC(NC(N1N=CC=C1)=N)=O (4-(4-(2-chloro-phenyl)-3-{[(imino-pyrazol-1-yl-methyl)-carbamoyl]-methyl}-thiophen-2-yl)-N-(1-ethyl-propyl)-benzamide), NCCCO (3-aminopropanol), C(C)(C)N(CC)C(C)C (diisopropyl ethylamine). Solvent: C(Cl)Cl (CH2Cl2). Reaction conditions: time 8 hour. The product is ClC1=C(C=CC=C1)C=1C(=C(SC1)C1=CC=C(C(=O)NC(CC)CC)C=C1)CC(=O)NC(=N)NCCCO (4-[4-(2-chlorophenyl)-3-(2-{[[(3-hydroxypropyl)amino](imino)methyl]amino}-2-oxoethyl)thien-2-yl]-N-(1-ethylpropyl)benzamide). Yield: 54.3%. Reaction SMILES: [Cl:1][C:2]1[CH:7]=[CH:6][CH:5]=[CH:4][C:3]=1[C:8]1[C:9]([CH2:27][C:28](=[O:37])[NH:29][C:30](=[NH:36])[N:31]2[CH:35]=[CH:34][CH:33]=N2)=[C:10]([C:13]2[CH:26]=[CH:25][C:16]([C:17]([NH:19][CH:20]([CH2:23][CH3:24])[CH2:21][CH3:22])=[O:18])=[CH:15][CH:14]=2)[S:11][CH:12]=1.NCCC[OH:42].C(N(C(C)C)CC)(C)C>C(Cl)Cl>[Cl:1][C:2]1[CH:7]=[CH:6][CH:5]=[CH:4][C:3]=1[C:8]1[C:9]([CH2:27][C:28]([NH:29][C:30]([NH:31][CH2:35][CH2:34][CH2:33][OH:42])=[NH:36])=[O:37])=[C:10]([C:13]2[CH:14]=[CH:15][C:16]([C:17]([NH:19][CH:20]([CH2:21][CH3:22])[CH2:23][CH3:24])=[O:18])=[CH:25][CH:26]=2)[S:11][CH:12]=1. Procedure details: To a solution of 4-(4-(2-chloro-phenyl)-3-{[(imino-pyrazol-1-yl-methyl)-carbamoyl]-methyl}-thiophen-2-yl)-N-(1-ethyl-propyl)-benzamide (0.87 g, 0.16 mmol) in CH2Cl2 (2 mL) was added 3-aminopropanol (0.037 g, 0.040 mL, 0.50 mmol) and diisopropyl ethylamine (0.064 g, 0.087 mL, 0.50 mmol). The solution was stirred overnight at RT. The solvent was removed and the product purified by flash chromatography (15:1 CHCl3:MeOH) to yield 4-[4-(2-chlorophenyl)-3-(2-{[[(3-hydroxypropyl)amino](imino)methyl]ami... The reactants are C1CCOC1, OCc1cc2ccc(Cl)cc2[nH]1. Yields the product O=Cc1cc2ccc(Cl)cc2[nH]1. As a reaction SMILES: [CH2:13]1[O:14][CH2:15][CH2:16][CH2:17]1.[Cl:1][c:2]1[cH:3][cH:4][c:5]2[cH:6][c:7]([CH2:11][OH:12])[nH:8][c:9]2[cH:10]1>>[Cl:1][c:2]1[cH:3][cH:4][c:5]2[cH:6][c:7]([CH:11]=[O:12])[nH:8][c:9]2[cH:10]1. Solvent: O (water). Starting materials: ice, Cl (hydrochloric acid), FC1=C(N)C=C(C=C1)F (2,5-difluoroaniline), N1=CC=CC=C1 (pyridine), C1(=CC=CC=C1)S(=O)(=O)Cl (benzenesulphonyl chloride). Yields the product FC1=C(NS(=O)(=O)C2=CC=CC=C2)C=C(C=C1)F (2,5-difluoro-N-benzenesulphonylaniline). Reaction SMILES: [F:1][C:2]1[CH:8]=[CH:7][C:6]([F:9])=[CH:5][C:3]=1[NH2:4].N1C=CC=CC=1.[C:16]1([S:22](Cl)(=[O:24])=[O:23])[CH:21]=[CH:20][CH:19]=[CH:18][CH:17]=1.Cl>O>[F:1][C:2]1[CH:8]=[CH:7][C:6]([F:9])=[CH:5][C:3]=1[NH:4][S:22]([C:16]1[CH:21]=[CH:20][CH:19]=[CH:18][CH:17]=1)(=[O:24])=[O:23]. Reaction conditions: temperature 40 celsius. Procedure details: 0.194 mole (25 g) of 2,5-difluoroaniline is added to 125 ml of pyridine. 0.2 mole (25.5 ml) of benzenesulphonyl chloride is added, while the temperature is between 35° C. and 45° C. The temperature is maintained at 40° C. for 1 hour after the addition is completed, and then the reaction mixture is poured onto 1 kg of ice and water to which 100 ml of concentrated hydrochloric acid have been added. The expected product precipitates. After filtration and washing, it is treated with a normal sodium ... Reactants: C([O-])([O-])=O.[Na+].[Na+] (sodium carbonate), S1C(=CC=C1)B(O)O (thiophene-2-boronic acid), COC1=C(C=C(C=O)C=C1)Br (4-methoxy-3-bromobenzaldehyde), aqueous solution. Reagents/catalysts: C=1C=CC(=CC1)[P](C=2C=CC=CC2)(C=3C=CC=CC3)[Pd]([P](C=4C=CC=CC4)(C=5C=CC=CC5)C=6C=CC=CC6)([P](C=7C=CC=CC7)(C=8C=CC=CC8)C=9C=CC=CC9)[P](C=1C=CC=CC1)(C=1C=CC=CC1)C=1C=CC=CC1 (Tetrakis(triphenylphosphine)palladium(0)). The solvent is C1(=CC=CC=C1)C (toluene), C(C)O (ethanol). Reaction conditions: time 3 hour. Yields the product ethyl acetate hexanes, COC1=C(C=C(C=O)C=C1)C=1SC=CC1 (4-methoxy-3-thiophen-2-yl-benzaldehyde). Yield: 85.3%. As a reaction SMILES: [CH3:1][O:2][C:3]1[CH:10]=[CH:9][C:6]([CH:7]=[O:8])=[CH:5][C:4]=1Br.C(=O)([O-])[O-].[Na+].[Na+].[S:18]1[CH:22]=[CH:21][CH:20]=[C:19]1B(O)O>C1(C)C=CC=CC=1.C(O)C.C1C=CC([P]([Pd]([P](C2C=CC=CC=2)(C2C=CC=CC=2)C2C=CC=CC=2)([P](C2C=CC=CC=2)(C2C=CC=CC=2)C2C=CC=CC=2)[P](C2C=CC=CC=2)(C2C=CC=CC=2)C2C=CC=CC=2)(C2C=CC=CC=2)C2C=CC=CC=2)=CC=1>[CH3:1][O:2][C:3]1[CH:10]=[CH:9][C:6]([CH:7]=[O:8])=[CH:5][C:4]=1[C:19]1[S:18][CH:22]=[CH:21][CH:20]=1 |f:1.2.3,^1:39,41,60,79|. Reported procedure: Tetrakis(triphenylphosphine)palladium(0) (0.24 g, 0.21 mmol) was added to a solution of 4-methoxy-3-bromobenzaldehyde (1.5 g, 6.98 mmol) in toluene (15 mL) and ethanol (15 mL), followed by a 2 M aqueous solution of sodium carbonate (14 mL, 28 mmol). To this mixture was added thiophene-2-boronic acid (0.98 g, 7.68 mmol), and the mixture was heated to reflux. After 3 hours, the reaction was partitioned between water (100 mL) and ethyl acetate (250 mL). The organic layer was washed with saturated a...